Dataset: the Open Reaction Database (ORD), a public repository of structured organic reaction records. Task: describe an organic reaction: reactants, conditions, products, and yield The reactants are C(C1=CC=CC=C1)OC(=O)N1CCC=2C(=CC=C3CC(C(C23)=O)(F)F)CC1 (2,2-Difluoro-1-oxo-1,3,6,7,9,10-hexahydro-2H-8-aza-cyclohepta indene-8-carboxylic acid benzyl ester), [BH4-].[Na+] (NaBH4). Solvent: C(C)O (ethanol), O (water). Reaction conditions: time 1 hour. Yields the product C(C1=CC=CC=C1)OC(=O)N1CCC2=C(C=3C(C(CC3C=C2)(F)F)O)CC1 (2,2-Difluoro-1-hydroxy-1,3,6,7,9,10-hexahydro-2H-8-aza-cyclohepta[e]indene-8-carboxylic acid benzyl ester). The yield is 71.1%. RXN SMILES: [CH2:1]([O:8][C:9]([N:11]1[CH2:27][CH2:26][C:15]2=[CH:16][CH:17]=[C:18]3[C:22]([C:21](=[O:23])[C:20]([F:25])([F:24])[CH2:19]3)=[C:14]2[CH2:13][CH2:12]1)=[O:10])[C:2]1[CH:7]=[CH:6][CH:5]=[CH:4][CH:3]=1.[BH4-].[Na+]>C(O)C.O>[CH2:1]([O:8][C:9]([N:11]1[CH2:12][CH2:13][C:14]2[C:22]3[CH:21]([OH:23])[C:20]([F:24])([F:25])[CH2:19][C:18]=3[CH:17]=[CH:16][C:15]=2[CH2:26][CH2:27]1)=[O:10])[C:2]1[CH:3]=[CH:4][CH:5]=[CH:6][CH:7]=1 |f:1.2|. Procedure: To a stirred solution of the product from step (b) (0.18 g, 0.49 mmol) dissolved in ethanol (2 ml) was added NaBH4 (0.046, 1.21 mmol). The reaction mixture was allowed to stir at RT for 1 hour. The reaction mixture was diluted with water and extracted with DCM (3×). The combined DCM extracts were washed with brine, dried (Na2SO4), and solvent evaporated in vacuo to give the sub-titled compound as a white semi-solid (0.13 g) which was used as obtained in the next step. MS: ESI (positive): 374 (M+... Starting materials: CCOc1cc(C)nc(Cl)n1, C1CCOC1, c1c[nH]cn1. Product: CCOc1cc(C)nc(-n2ccnc2)n1. Reaction SMILES: [Cl:1][c:2]1[n:3][c:4]([CH3:11])[cH:5][c:6]([O:8][CH2:9][CH3:10])[n:7]1.[O:17]1[CH2:18][CH2:19][CH2:20][CH2:21]1.[nH:12]1[cH:13][n:14][cH:15][cH:16]1>>[c:2]1(-[n:12]2[cH:13][n:14][cH:15][cH:16]2)[n:3][c:4]([CH3:11])[cH:5][c:6]([O:8][CH2:9][CH3:10])[n:7]1. The reactants are C1(CC1)C(=O)NC=1N=C2N(N=C(C=C2)OC=2C=C(C(=O)O)C=CC2)C1 (3-({2-[(cyclopropylcarbonyl)amino]imidazo[1,2-b]pyridazin-6-yl}oxy)benzoic acid), FC(C=1C=C(N)C=CC1)(F)F (3-(trifluoromethyl)aniline), C(C(=O)Cl)(=O)Cl (oxalyl chloride), O1CCCC1 (tetrahydrofuran). The reagents and catalysts are CN(C=O)C (N,N-dimethylformamide). Solvent: CN1C(CCC1)=O (N-methylpyrrolidone). Yields the product C1(CC1)C(=O)NC=1N=C2N(N=C(C=C2)OC=2C=C(C(=O)NC3=CC(=CC=C3)C(F)(F)F)C=CC2)C1 (3-({2-[(cyclopropylcarbonyl)amino]imidazo[1,2-b]pyridazin-6-yl}oxy)-N-[3-(trifluoromethyl)phenyl]benzamide). Isolated yield 9.0%. Reaction SMILES: [CH:1]1([C:4]([NH:6][C:7]2[N:8]=[C:9]3[CH:14]=[CH:13][C:12]([O:15][C:16]4[CH:17]=[C:18]([CH:22]=[CH:23][CH:24]=4)[C:19](O)=[O:20])=[N:11][N:10]3[CH:25]=2)=[O:5])[CH2:3][CH2:2]1.C(Cl)(=O)C(Cl)=O.O1CCCC1.[F:37][C:38]([F:47])([F:46])[C:39]1[CH:40]=[C:41]([CH:43]=[CH:44][CH:45]=1)[NH2:42]>CN(C)C=O.CN1CCCC1=O>[CH:1]1([C:4]([NH:6][C:7]2[N:8]=[C:9]3[CH:14]=[CH:13][C:12]([O:15][C:16]4[CH:17]=[C:18]([CH:22]=[CH:23][CH:24]=4)[C:19]([NH:42][C:41]4[CH:43]=[CH:44][CH:45]=[C:39]([C:38]([F:37])([F:46])[F:47])[CH:40]=4)=[O:20])=[N:11][N:10]3[CH:25]=2)=[O:5])[CH2:3][CH2:2]1. Procedure: Using 3-({2-[(cyclopropylcarbonyl)amino]imidazo[1,2-b]pyridazin-6-yl}oxy)benzoic acid (100 mg, 0.30 mmol), oxalyl chloride (100 μL, 1.2 mmol), N,N-dimethylformamide (1 drop), tetrahydrofuran (2.0 mL), 3-(trifluoromethyl)aniline (80 mg, 0.48 mmol) and N-methylpyrrolidone (1.0 mL) as starting materials and in the same manner as in Example 335, the title compound (13 mg, 8.9%) was obtained as a pale-yellow powder. Starting materials: ClC(=O)C1=CC=C(C(=O)OC)C=C1 (Methyl 4-(chlorocarbonyl)benzoate), NC1=C(C=CC(=C1)C=1SC=CC1)NC(OC(C)(C)C)=O (tert-butyl 2-amino-4-thien-2-ylphenylcarbamate). Run in C(Cl)Cl (DCM). Reaction conditions: time 14 hour. The product is COC(C1=CC=C(C(=O)NC2=C(C=CC(=C2)C=2SC=CC2)NC(=O)OC(C)(C)C)C=C1)=O (N-(2-tert-Butoxycarbonylamino-5-thiophen-2-yl-phenyl)-terephthalamic acid methyl ester). Reaction SMILES: Cl[C:2]([C:4]1[CH:13]=[CH:12][C:7]([C:8]([O:10][CH3:11])=[O:9])=[CH:6][CH:5]=1)=[O:3].[NH2:14][C:15]1[CH:20]=[C:19]([C:21]2[S:22][CH:23]=[CH:24][CH:25]=2)[CH:18]=[CH:17][C:16]=1[NH:26][C:27](=[O:33])[O:28][C:29]([CH3:32])([CH3:31])[CH3:30]>C(Cl)Cl>[CH3:11][O:10][C:8](=[O:9])[C:7]1[CH:12]=[CH:13][C:4]([C:2]([NH:14][C:15]2[CH:20]=[C:19]([C:21]3[S:22][CH:23]=[CH:24][CH:25]=3)[CH:18]=[CH:17][C:16]=2[NH:26][C:27]([O:28][C:29]([CH3:32])([CH3:31])[CH3:30])=[O:33])=[O:3])=[CH:5][CH:6]=1. Procedure: Methyl 4-(chlorocarbonyl)benzoate (0.75 g, 3.79 mmol) and anhydrous DCM (0.25 M) was treated with tert-butyl 2-amino-4-thien-2-ylphenylcarbamate (1.0 g, 3.44 mmol). The resulting solution was stirred at ambient temperature for 14 hours. The reaction mixture was quenched with a solution of aqueous NaOH (1M) and partitioned between ethyl acetate and water. The organic layer was washed with water, saturated aqueous sodium bicarbonate, brine, dried over anhydrous magnesium sulfate and then concentra...